This data is from the Open Reaction Database (ORD), a public repository of structured organic reaction records. The task is: describe an organic reaction: reactants, conditions, products, and yield Reactants: C1(CCCCC1)C(=O)C1=C(C=CC(=C1)C(C)(C)C)OC (2-cyclohexylcarbonyl-4-tert-butylanisole), ice water, Example 2 ( a ), I (hydroiodic acid), Br (hydrobromic acid). The solvent is C(C)(=O)O (acetic acid). Product: C1(CCCCC1)C(=O)C1=C(C=CC(=C1)C(C)(C)C)O (2-Cyclohexylcarbonyl-4-tert-butylphenol). Isolated yield 95.5%. As a reaction SMILES: [CH:1]1([C:7]([C:9]2[CH:14]=[C:13]([C:15]([CH3:18])([CH3:17])[CH3:16])[CH:12]=[CH:11][C:10]=2[O:19]C)=[O:8])[CH2:6][CH2:5][CH2:4][CH2:3][CH2:2]1.I.Br>C(O)(=O)C>[CH:1]1([C:7]([C:9]2[CH:14]=[C:13]([C:15]([CH3:17])([CH3:16])[CH3:18])[CH:12]=[CH:11][C:10]=2[OH:19])=[O:8])[CH2:2][CH2:3][CH2:4][CH2:5][CH2:6]1. Reported procedure: To 1.70 g of 2-cyclohexylcarbonyl-4-tert-butylanisole [prepared in Reference Example 2 (a)] dissolved in 10 ml of glacial acetic acid were added 1.0 ml of 57% hydroiodic acid and 2.0 ml of 47% hydrobromic acid, and heated at reflux for 2 hours. The reaction mixture was poured into 50 ml of ice-water, extracted with diethyl ether, and the extract was washed with saturated aqueous sodium thiosulfate solution, water and saturated brine successively, dried over magnesium sulfate anhydride and concen... The reactants are COc1ccc(CNc2ccc(-c3nc(Nc4ccc(F)cc4)ncc3C#N)cn2)cc1, CC#N, CO, ClCCl, [NH4+], [Na+], O=[N+]([O-])[O-], O=C([O-])O, O. Yields the product N#Cc1cnc(Nc2ccc(F)cc2)nc1-c1ccc(N)nc1. Reaction SMILES: [C:1](#[N:2])[c:3]1[c:4](-[c:17]2[cH:18][cH:19][c:20]([NH:23][CH2:24][c:25]3[cH:26][cH:27][c:28]([O:29][CH3:30])[cH:31][cH:32]3)[n:21][cH:22]2)[n:5][c:6]([NH:9][c:10]2[cH:11][cH:12][c:13]([F:16])[cH:14][cH:15]2)[n:7][cH:8]1.[CH3:43][C:44]#[N:45].[CH3:46][OH:47].[Cl:48][CH2:49][Cl:50].[NH4+:33].[Na+:42].[O-:34][N+:35](=[O:36])[O-:37].[O-:38][C:39]([OH:40])=[O:41].[OH2:51]>>[C:1](#[N:2])[c:3]1[c:4](-[c:17]2[cH:18][cH:19][c:20]([NH2:23])[n:21][cH:22]2)[n:5][c:6]([NH:9][c:10]2[cH:11][cH:12][c:13]([F:16])[cH:14][cH:15]2)[n:7][cH:8]1. The reactants are C([O-])(O)=O.[Na+] (Sodium bicarbonate), COC1=C2CCC(C2=CC=C1C)=O (4-Methoxy-5-methyl-indan-1-one), BrBr (Bromine). The solvent is C(C)(=O)O (Acetic acid), Br (Hydrobromic acid), C(C)(=O)O (Acetic acid). Run at temperature 22.5 celsius. Yields the product BrC1C(C2=CC=C(C(=C2C1)OC)C)=O (2-Bromo-4-methoxy-5-methyl-indan-1-one). Yield: 44.2%. RXN SMILES: [CH3:1][O:2][C:3]1[C:11]([CH3:12])=[CH:10][CH:9]=[C:8]2[C:4]=1[CH2:5][CH2:6][C:7]2=[O:13].[Br:14]Br.C(=O)(O)[O-].[Na+]>C(O)(=O)C.Br>[Br:14][CH:6]1[CH2:5][C:4]2[C:8](=[CH:9][CH:10]=[C:11]([CH3:12])[C:3]=2[O:2][CH3:1])[C:7]1=[O:13] |f:2.3|. Procedure: To a stirred solution of 4-Methoxy-5-methyl-indan-1-one (5.0 gm, 0.0284 mole) in Acetic acid (65 ml) and Hydrobromic acid (1 ml), a solution of Bromine (1.47 ml, 0.0284 mole) in 5 ml Acetic acid was added at 10-20° C. The reaction mixture was stirred at 20-25° C. for an hour. Then it was poured into saturated solution of Sodium bicarbonate and extracted with Diethyl ether (3×100 ml). The organic layer was dried over Sodium sulphate, distilled under vacuum to give crude product which was purified... The reactants are NC(=O)CCC(=O)NBr, ClC(Cl)Cl, Cc1cc(NC2CCC(O)CC2)nc(N)n1. Yields the product Cc1nc(N)nc(NC2CCC(O)CC2)c1Br. Reaction SMILES: [Br:17][NH:18][C:19](=[O:20])[CH2:21][CH2:22][C:23]([NH2:24])=[O:25].[CH:26]([Cl:27])([Cl:28])[Cl:29].[NH2:1][c:2]1[n:3][c:4]([CH3:16])[cH:5][c:6]([NH:8][CH:9]2[CH2:10][CH2:11][CH:12]([OH:15])[CH2:13][CH2:14]2)[n:7]1>>[NH2:1][c:2]1[n:3][c:4]([CH3:16])[c:5]([Br:17])[c:6]([NH:8][CH:9]2[CH2:10][CH2:11][CH:12]([OH:15])[CH2:13][CH2:14]2)[n:7]1. Reactants: C1OC=2C=C(C(C(=O)O)=CC2O1)O (4,5-Methylenedioxysalicylic acid), C(=O)(N1C=NC=C1)N1C=NC=C1 (carbonyldiimidazole), NCC(C)O (1-amino-2-propanol). Run in C(Cl)Cl (methylene chloride). Yields the product OC1=C(C(=O)NCC(C)O)C=C2C(=C1)OCO2 (1-(2-hydroxy-4,5-methylenedioxybenzamido)-2-propanol). Yield: 67.0%. Reaction SMILES: [CH2:1]1[O:12][C:11]2[CH:10]=[C:6]([C:7]([OH:9])=O)[C:5]([OH:13])=[CH:4][C:3]=2[O:2]1.C(N1C=CN=C1)(N1C=CN=C1)=O.[NH2:26][CH2:27][CH:28]([OH:30])[CH3:29]>C(Cl)Cl>[OH:13][C:5]1[CH:4]=[C:3]2[O:2][CH2:1][O:12][C:11]2=[CH:10][C:6]=1[C:7]([NH:26][CH2:27][CH:28]([OH:30])[CH3:29])=[O:9]. Procedure: 4,5-Methylenedioxysalicylic acid was activated by carbonyldiimidazole in methylene chloride and combined with 1-amino-2-propanol in essentially an identical manner as for Example 1 above. An acidic quench and subsequent purification by flash chromatography (SiO2) using (1:1) hexane-ethyl acetate gave 1-(2-hydroxy-4,5-methylenedioxybenzamido)-2-propanol as a waxy white solid in 67% yield. The reactants are C(C)O (ethanol), [OH-].[K+] (potassium hydroxide), C(C)OC(CCCOC=1C=C2C(CCC2=CC1CCCCCC)=C)=O (ethyl4-(3-methylene-6-hexylindan-5-yloxy)butyrate). Solvent: O (water). The product is C=C1CCC2=CC(=C(C=C12)OCCCC(=O)O)CCCCCC (4-(3-methylene-6-hexylindan-5-yloxy)butyric acid). Isolated yield 9.9%. RXN SMILES: C(O)C.[OH-].[K+].C([O:8][C:9](=[O:30])[CH2:10][CH2:11][CH2:12][O:13][C:14]1[CH:15]=[C:16]2[C:20](=[CH:21][C:22]=1[CH2:23][CH2:24][CH2:25][CH2:26][CH2:27][CH3:28])[CH2:19][CH2:18][C:17]2=[CH2:29])C>O>[CH2:29]=[C:17]1[C:16]2[C:20](=[CH:21][C:22]([CH2:23][CH2:24][CH2:25][CH2:26][CH2:27][CH3:28])=[C:14]([O:13][CH2:12][CH2:11][CH2:10][C:9]([OH:30])=[O:8])[CH:15]=2)[CH2:19][CH2:18]1 |f:1.2|. Procedure: A mixture of 20 ml of ethanol, 0.975 mg (155 mmol) of potassium hydroxide, 1.2 g (35 mmol) of ethyl4-(3-methylene-6-hexylindan-5-yloxy)butyrate and 10 ml of water is heated for 5 hours at the reflux point of the solvents. The ethanol is evaporated off, the residue is taken up in water and the impurities are extracted with ether. The aqueous phase is acidified and then extracted with ether. Concentration of the solvents gives 1.1 g of product, which is purified by flash chromatography (50/50 hept... The reactants are C(C(C)C)N([C@@H](CCCCN)C(=O)O)S(=O)(=O)C1=CC=C(C=C1)CC (Nα-isobutyl-Nα-(4-ethylbenzenesulfonyl)-L-ysine), C(C)(C)(C)OC(=O)N[C@@H](CSCC1=CC=C(C=C1)C)C(=O)O (Nα-tert-butoxycarbonyl-S-(4-methylbenzyl)-L-cysteine). Yields the product CC1=CC=C(C=C1)CSC[C@@H](C(=O)NCCCC[C@@H](C(=O)O)N(CC(C)C)S(=O)(=O)C2=CC=C(C=C2)C)NC(=O)OC(C)(C)C (Nα-Isobutyl-Nα-(4-methylbenzenesulfonyl)-Nε-[N′α-tert-butoxycarbonyl-S-(4-methylbenzyl)-L-cysteinyl]-L-lysine), desired material. The yield is 65.0%. RXN SMILES: [CH2:1]([N:5]([S:15]([C:18]1[CH:23]=[CH:22][C:21]([CH2:24]C)=[CH:20][CH:19]=1)(=[O:17])=[O:16])[C@H:6]([C:12]([OH:14])=[O:13])[CH2:7][CH2:8][CH2:9][CH2:10][NH2:11])[CH:2]([CH3:4])[CH3:3].[C:26]([O:30][C:31]([NH:33][C@H:34]([C:45]([OH:47])=O)[CH2:35][S:36][CH2:37][C:38]1[CH:43]=[CH:42][C:41]([CH3:44])=[CH:40][CH:39]=1)=[O:32])([CH3:29])([CH3:28])[CH3:27]>>[CH3:44][C:41]1[CH:40]=[CH:39][C:38]([CH2:37][S:36][CH2:35][C@H:34]([NH:33][C:31]([O:30][C:26]([CH3:27])([CH3:28])[CH3:29])=[O:32])[C:45]([NH:11][CH2:10][CH2:9][CH2:8][CH2:7][C@H:6]([N:5]([S:15]([C:18]2[CH:23]=[CH:22][C:21]([CH3:24])=[CH:20][CH:19]=2)(=[O:17])=[O:16])[CH2:1][CH:2]([CH3:4])[CH3:3])[C:12]([OH:14])=[O:13])=[O:47])=[CH:43][CH:42]=1. Reported procedure: The title compound was prepared from Nα-isobutyl-Nα-(4-ethylbenzenesulfonyl)-L-ysine (100 mg, 0.29 mmol, example 1, step E) as described in general procedure Bc using commercially available Nα-tert-butoxycarbonyl-S-(4-methylbenzyl)-L-cysteine (67 mg, 0.3 mmol). The final product was triturated with ether to yield 130 mg (65%) of the desired material.